Dataset: the Open Reaction Database (ORD), a public repository of structured organic reaction records. Task: describe an organic reaction: reactants, conditions, products, and yield Reactants: CC(C)Oc1ccc(S(C)(=O)=O)cc1C(=O)O, Cl, O=S(=O)(c1ccccn1)c1cnc(N2CCNCC2)s1. Yields the product CC(C)Oc1ccc(S(C)(=O)=O)cc1C(=O)N1CCN(c2ncc(S(=O)(=O)c3ccccn3)s2)CC1. RXN SMILES: [CH:1]([CH3:2])([CH3:3])[O:4][c:5]1[c:6]([C:7](=[O:8])[OH:9])[cH:10][c:11]([S:14](=[O:15])(=[O:16])[CH3:17])[cH:12][cH:13]1.[ClH:18].[n:19]1[c:20]([S:25](=[O:26])(=[O:27])[c:28]2[cH:29][n:30][c:31]([N:33]3[CH2:34][CH2:35][NH:36][CH2:37][CH2:38]3)[s:32]2)[cH:21][cH:22][cH:23][cH:24]1>>[CH:1]([CH3:2])([CH3:3])[O:4][c:5]1[c:6]([C:7](=[O:9])[N:36]2[CH2:35][CH2:34][N:33]([c:31]3[n:30][cH:29][c:28]([S:25]([c:20]4[n:19][cH:24][cH:23][cH:22][cH:21]4)(=[O:26])=[O:27])[s:32]3)[CH2:38][CH2:37]2)[cH:10][c:11]([S:14](=[O:15])(=[O:16])[CH3:17])[cH:12][cH:13]1.